This data is from the Open Reaction Database (ORD), a public repository of structured organic reaction records. The task is: describe an organic reaction: reactants, conditions, products, and yield Starting materials: CC(C)(C)OC(=O)N1CCC2C(C1)c1cc(Br)cc3c1N2CC3, OB(O)c1cccc(Cl)c1Cl. Product: CC(C)(C)OC(=O)N1CCC2C(C1)c1cc(-c3cccc(Cl)c3Cl)cc3c1N2CC3. As a reaction SMILES: [Br:1][c:2]1[cH:3][c:4]2[c:8]3[c:9]([cH:10]1)[CH2:11][CH2:12][N:7]3[CH:6]1[CH:5]2[CH2:16][N:15]([C:17](=[O:18])[O:19][C:20]([CH3:21])([CH3:22])[CH3:23])[CH2:14][CH2:13]1.[Cl:24][c:25]1[c:26]([B:32]([OH:33])[OH:34])[cH:27][cH:28][cH:29][c:30]1[Cl:31]>>[c:2]1(-[c:26]2[c:25]([Cl:24])[c:30]([Cl:31])[cH:29][cH:28][cH:27]2)[cH:3][c:4]2[c:8]3[c:9]([cH:10]1)[CH2:11][CH2:12][N:7]3[CH:6]1[CH:5]2[CH2:16][N:15]([C:17](=[O:18])[O:19][C:20]([CH3:21])([CH3:22])[CH3:23])[CH2:14][CH2:13]1. The reactants are C(OC)(OC)OC (trimethyl orthoformate), C1(=CC=C(C=C1)S(=O)(=O)O)C (p-toluenesulfonic acid), C1(CCCCCC1)=O (cycloheptanone). Solvent: CO (methanol). Reaction conditions: temperature 27.5 celsius, time 1.5 hour. The product is COC1(CCCCCC1)OC (1,1-dimethoxy cycloheptane). RXN SMILES: [C:1]1(=O)[CH2:7][CH2:6]C[CH2:4][CH2:3][CH2:2]1.[CH:9](OC)([O:12][CH3:13])[O:10][CH3:11].C1(C)C=CC(S(O)(=O)=O)=CC=1>CO>[CH3:11][O:10][C:9]1([O:12][CH3:13])[CH2:4][CH2:3][CH2:2][CH2:1][CH2:7][CH2:6]1. Procedure: To a flask with reflux condenser (5 g) cycloheptanone, and 10 ml methanol was taken. (10 ml) (2.0 eq.) trimethyl orthoformate and several crystals of p-toluenesulfonic acid were added in to the reaction mixture and the mixture was stirred at 25-30° C. to about 1.5 hrs. Color of the reaction mixture became pale yellow. Reaction was monitored by TLC. Then remove the methanol on rotavapour. Water was added in to the reaction mixture and extract with ethyl acetate. Organic layer was washed with 5% s... Reactants: CC1=NNC2=CC=C(C=C12)[N+](=O)[O-] (3-methyl-5-nitro-1H-indazole), [H-].[Na+] (NaH), C(C)I (ethyl iodide). The solvent is CN(C)C=O (DMF). Run at time 30 minute. Yields the product C(C)N1N=C(C2=CC(=CC=C12)[N+](=O)[O-])C (1-Ethyl-3-methyl-5-nitro-1H-indazole). Yield: 67.0%. RXN SMILES: [CH3:1][C:2]1[C:10]2[C:5](=[CH:6][CH:7]=[C:8]([N+:11]([O-:13])=[O:12])[CH:9]=2)[NH:4][N:3]=1.[H-].[Na+].[CH2:16](I)[CH3:17]>CN(C=O)C>[CH2:16]([N:4]1[C:5]2[C:10](=[CH:9][C:8]([N+:11]([O-:13])=[O:12])=[CH:7][CH:6]=2)[C:2]([CH3:1])=[N:3]1)[CH3:17] |f:1.2|. Procedure: To a solution of 3-methyl-5-nitro-1H-indazole (1.50 g, 8.44 mmol, commercially available) in dry DMF (30 mL) under Argon was added NaH (0.43 g, 17.79 mmol) portionwise at 0° C. After 30 min, ethyl iodide (1.98 g, 1.03 mL, 12.7 mmol) was added and the mixture stirred at ambient temperature for 1 h then quenched by the addition of H2O (2 mL), concentrated and redissolved in EtOAc (30 mL) then washed with H2O (3×15 mL). The combined aqueous layers were extracted with EtOAc (3×15 mL) and the combine... Starting materials: CO, Cl, Cc1nccn1-c1ccc(Nc2nc3c(c(N4c5ccccc5CC4CO)n2)CN(C(=O)OC(C)(C)C)CC3)cc1. Product: Cc1nccn1-c1ccc(Nc2nc3c(c(N4c5ccccc5CC4CO)n2)CNCC3)cc1. As a reaction SMILES: [CH3:43][OH:44].[ClH:42].[OH:1][CH2:2][CH:3]1[N:4]([c:12]2[c:13]3[c:14]([n:15][c:16]([NH:18][c:19]4[cH:20][cH:21][c:22](-[n:25]5[c:26]([CH3:30])[n:27][cH:28][cH:29]5)[cH:23][cH:24]4)[n:17]2)[CH2:31][CH2:32][N:33]([C:35]([O:36][C:37]([CH3:38])([CH3:39])[CH3:40])=[O:41])[CH2:34]3)[c:5]2[cH:6][cH:7][cH:8][cH:9][c:10]2[CH2:11]1>>[OH:1][CH2:2][CH:3]1[N:4]([c:12]2[c:13]3[c:14]([n:15][c:16]([NH:18][c:19]4[cH:20][cH:21][c:22](-[n:25]5[c:26]([CH3:30])[n:27][cH:28][cH:29]5)[cH:23][cH:24]4)[n:17]2)[CH2:31][CH2:32][NH:33][CH2:34]3)[c:5]2[cH:6][cH:7][cH:8][cH:9][c:10]2[CH2:11]1. Yields the product OC(c1ccc(OC2CCCCO2)cc1)c1ncco1. Reaction SMILES: [Br-:1].[CH2:23]1[O:24][CH2:25][CH2:26][CH2:27]1.[O:2]1[CH:3]([O:8][c:9]2[cH:10][cH:11][c:12]([Mg+:15])[cH:13][cH:14]2)[CH2:4][CH2:5][CH2:6][CH2:7]1.[o:16]1[c:17]([CH:21]=[O:22])[n:18][cH:19][cH:20]1>>[O:2]1[CH:3]([O:8][c:9]2[cH:10][cH:11][c:12]([CH:21]([c:17]3[o:16][cH:20][cH:19][n:18]3)[OH:22])[cH:13][cH:14]2)[CH2:4][CH2:5][CH2:6][CH2:7]1. Starting materials: [Br-], C1CCOC1, [Mg+]c1ccc(OC2CCCCO2)cc1, O=Cc1ncco1. Starting materials: COC1=CC=C(C=C1)S(=O)(=O)C1C(NC(S1)=O)=O (5-(4-methoxybenzenesulfonyl)thiazolidine-2,4-dione), BrCC1=CC=C(C=C1)C1=C(C=CC=C1)C#N (4′-bromomethyl-2-cyanobiphenyl), C(C)OCC (diethyl ether). The solvent is CN(C=O)C (N,N-dimethylformamide). Yields the product C(#N)C1=C(C2=CC=C(C=C2)CC2(C(NC(S2)=O)=O)S(=O)(=O)C2=CC=C(C=C2)OC)C=CC=C1 (5-[2′-cyanobiphen-4-ylmethyl]-5-(4-methoxybenzenesulfonyl)thiazolidine-2,4-dione). RXN SMILES: [CH3:1][O:2][C:3]1[CH:8]=[CH:7][C:6]([S:9]([CH:12]2[S:16][C:15](=[O:17])[NH:14][C:13]2=[O:18])(=[O:11])=[O:10])=[CH:5][CH:4]=1.Br[CH2:20][C:21]1[CH:26]=[CH:25][C:24]([C:27]2[CH:32]=[CH:31][CH:30]=[CH:29][C:28]=2[C:33]#[N:34])=[CH:23][CH:22]=1.C(OCC)C>CN(C)C=O>[C:33]([C:28]1[CH:29]=[CH:30][CH:31]=[CH:32][C:27]=1[C:24]1[CH:25]=[CH:26][C:21]([CH2:20][C:12]2([S:9]([C:6]3[CH:7]=[CH:8][C:3]([O:2][CH3:1])=[CH:4][CH:5]=3)(=[O:10])=[O:11])[S:16][C:15](=[O:17])[NH:14][C:13]2=[O:18])=[CH:22][CH:23]=1)#[N:34]. Procedure: Prepared analogously to Example 9 from from 5-(4-methoxybenzenesulfonyl)thiazolidine-2,4-dione and 4′-bromomethyl-2-cyanobiphenyl in N,N-dimethylformamide. Trituration with diethyl ether provided an off-white solid. 1H NMR: δ 7.93 (dd, J=7.0, 2.0 Hz, 2H), 7.75 (dd, J=7.7, 1.0 Hz, 1H), 7.64 (dt, J=1.3, 7.7 Hz, 1H), 7.42-7.50 (m, 4H), 7.31 (d, J=8.3 Hz, 2H), 7.07 (dd, J=7.1, 1.9 Hz, 2H), 4.00 (A of AB, J=13.7 Hz, 1H), 3.93 (s, 3H), 3.42 (B of AB, J=13.7 Hz, 1H) MS (m/e): 477.3 (M−H)+. Anal: Calc f... The reactants are Cl.N[C@H](C(C(=O)OC(C)C)O)CC(C)C ((3S)-3-amino-2-hydroxy-5-methylhexanoic acid, 1-methylethyl ester, monohydrochloride), C1(=CC=CC=C1)COC(=O)N[C@@H](CC1=CN(C=N1)C(C1=CC=CC=C1)(C1=CC=CC=C1)C1=CC=CC=C1)C(=O)O (N-[(phenylmethoxy)carbonyl]-1-(triphenylmethyl)-L-histidine), C(=O)(OCC1=CC=CC=C1)NCCCC[C@H](N)C(=O)OC (Nε -carbobenzoxy-lysine, methyl ester). Yields the product methyl ester, C1(=CC=CC2=CC=CC=C12)CC(C(=O)N[C@@H](CCCCNC(=O)OCC1=CC=CC=C1)C(=O)O)CC1=CC=CC2=CC=CC=C12 (N-[3-(1-Naphthalenyl)-2-(1-naphthalenylmethyl)-1-oxopropyl]-N6 -[(phenylmethoxy)carbonyl]-L-lysine). As a reaction SMILES: C1(COC(N[C@H](C(O)=O)CC2N=CN([C:19]([C:32]3[CH:37]=[CH:36][CH:35]=CC=3)([C:26]3[CH:31]=[CH:30][CH:29]=[CH:28][CH:27]=3)C3C=CC=CC=3)C=2)=O)C=CC=CC=1.[C:41]([NH:51][CH2:52][CH2:53][CH2:54][CH2:55][C@@H:56]([C:58]([O:60]C)=[O:59])[NH2:57])([O:43][CH2:44][C:45]1[CH:50]=[CH:49][CH:48]=[CH:47][CH:46]=1)=[O:42].Cl.N[C@@H:64]([CH2:73][CH:74]([CH3:76])[CH3:75])[CH:65](O)[C:66]([O:68]C(C)C)=O>>[C:36]1([CH2:35][CH:65]([CH2:64][C:73]2[C:74]3[C:75](=[CH:27][CH:28]=[CH:29][CH:76]=3)[CH:32]=[CH:19][CH:26]=2)[C:66]([NH:57][C@H:56]([C:58]([OH:60])=[O:59])[CH2:55][CH2:54][CH2:53][CH2:52][NH:51][C:41]([O:43][CH2:44][C:45]2[CH:46]=[CH:47][CH:48]=[CH:49][CH:50]=2)=[O:42])=[O:68])[C:27]2[C:26](=[CH:31][CH:30]=[CH:29][CH:28]=2)[CH:19]=[CH:32][CH:37]=1 |f:2.3|. Procedure details: In process analogous to Example H by substituting α-(1-naphthalenylmethyl)-1-naphthalenepropanoic acid (obtained by reacating di-tertiary-butylmalonate (one equivalent) with 1-chloromethylnaphthylene (two equivalents) and sodium hydride (two equivalents) followed by refluxing in acetic acid) for N-[(phenylmethoxy)carbonyl]-1-(triphenylmethyl)-L-histidine and Nε -carbobenzoxy-lysine, methyl ester for (3S)-3-amino-2-hydroxy-5-methylhexanoic acid, 1-methylethyl ester, monohydrochloride (mixture of ...